This data is from the Open Reaction Database (ORD), a public repository of structured organic reaction records. The task is: describe an organic reaction: reactants, conditions, products, and yield Reactants: enone, C(C=C)OC1=CC(=C(C=C1)C(C=CC1=CC(=CC=C1)C(=O)O)=O)OCC(=O)O (1-[4-(prop-2-enyloxy)-2-carboxymethoxyphenyl]-3-(3-carboxyphenyl)-prop-2-en-1-one), aqueous solution, [Na][Na] (disodium). The solvent is CCOCC (ether). The product is C(C=C)OC1=CC(=C(C=C1)C(C=CC1=CC(=CC=C1)C(=O)O)=O)OCCC(=O)O (1-[4-(Prop-2-enyloxy)-2-carboxyethoxyphenyl]-3-(3-carboxyphenyl)-prop-2-en-1-one). RXN SMILES: [Na][Na].[CH2:3]([O:6][C:7]1[CH:12]=[CH:11][C:10]([C:13](=[O:25])[CH:14]=[CH:15][C:16]2[CH:21]=[CH:20][CH:19]=[C:18]([C:22]([OH:24])=[O:23])[CH:17]=2)=[C:9]([O:26][CH2:27]C(O)=O)[CH:8]=1)[CH:4]=[CH2:5]>CCOCC>[CH2:3]([O:6][C:7]1[CH:12]=[CH:11][C:10]([C:13](=[O:25])[CH:14]=[CH:15][C:16]2[CH:21]=[CH:20][CH:19]=[C:18]([C:22]([OH:24])=[O:23])[CH:17]=2)=[C:9]([O:26][CH2:27][CH2:18][C:22]([OH:24])=[O:23])[CH:8]=1)[CH:4]=[CH2:5]. Reported procedure: 6.30 g. of the above diacid were slurried with 12.60 ml. methanol and a solution of 1.30 g. sodium hydroxide in 25.80 ml. water added dropwise thereto. with occasional warming, to give a solution with a pH of 7.0. This solution was filtered and poured, while stirring vigorously, into 300 ml. analytically pure acetone at ambient temperature. The precipitated solid was filtered off, well washed with acetone and dried to constant weight in a vacuum oven at 80° C. The yield was 6.24 g. A thin layer ... Starting materials: C(C)(=O)Cl (acetyl chloride), COC=1C=C(C=C(C1)OC)C=C1OC2=C(C1=O)C=CC(=C2)O (2-[(3,5-dimethoxyphenyl)methylene]-6-hydroxy-3(2H)-benzofuranone), C(C)(=O)OCC (ethyl acetate). Solvent: N1=CC=CC=C1 (pyridine). Product: COC=1C=C(C=C(C1)OC)C=C1OC2=C(C1=O)C=CC(=C2)OC(C)=O (2-[(3,5-dimethoxyphenyl)methylene]-6-acetoxy-3(2H)-benzofuranone). RXN SMILES: [CH3:1][O:2][C:3]1[CH:4]=[C:5]([CH:11]=[C:12]2[C:16](=[O:17])[C:15]3[CH:18]=[CH:19][C:20]([OH:22])=[CH:21][C:14]=3[O:13]2)[CH:6]=[C:7]([O:9][CH3:10])[CH:8]=1.[C:23](Cl)(=[O:25])[CH3:24].C(OCC)(=O)C>N1C=CC=CC=1>[CH3:10][O:9][C:7]1[CH:6]=[C:5]([CH:11]=[C:12]2[C:16](=[O:17])[C:15]3[CH:18]=[CH:19][C:20]([O:22][C:23](=[O:25])[CH3:24])=[CH:21][C:14]=3[O:13]2)[CH:4]=[C:3]([O:2][CH3:1])[CH:8]=1. Procedure details: After 2-[(3,5-dimethoxyphenyl)methylene]-6-hydroxy-3(2H)-benzofuranone 0.5 g was dissolved in pyridine 5 ml, acetyl chloride 0.2 ml was added, and the mixture was refluxed for two hours. The reaction mixture was cooled to room temperature, ethyl acetate 50 ml was added, and the ethyl acetate phase was washed with 2N-hydrochloric acid 50 ml twice. After the ethyl acetate solution was dehydrated with anhydrous magnesium sulfate, it was concentrated under reduced pressure. The residue was fractiona... Starting materials: C(=O)NC=1SC=C(N1)C(C(=O)NC1[C@@H]2N(C(=C(CS2)C(CCO)SC2=NN=NN2)C(=O)O)C1=O)=NOCC#C (7-[2-(2-Formamidothiazol-4-yl)-2-propargyloxyiminoacetamido]-3-[1-(2-hydroxyethyl)-1H-tetrazol-5-ylthiomethyl]-3-cephem-4-carboxylic acid), Cl (hydrochloric acid). Product: NC=1SC=C(N1)C(C(=O)NC1[C@@H]2N(C(=C(CS2)C(CCO)SC2=NN=NN2)C(=O)O)C1=O)=NOCC#C (7-[2-(2-aminothiazol-4-yl)-2-propargyloxyiminoacetamido]-3-[1-(2-hydroxyethyl)-1H-tetrazol-5-ylthiomethyl]-3-cephem-4-carboxylic acid). Isolated yield 65.7%. As a reaction SMILES: C([NH:3][C:4]1[S:5][CH:6]=[C:7]([C:9](=[N:35][O:36][CH2:37][C:38]#[CH:39])[C:10]([NH:12][CH:13]2[C:33](=[O:34])[N:15]3[C:16]([C:30]([OH:32])=[O:31])=[C:17]([CH:20]([S:24][C:25]4[NH:29][N:28]=[N:27][N:26]=4)[CH2:21][CH2:22][OH:23])[CH2:18][S:19][C@H:14]23)=[O:11])[N:8]=1)=O.Cl>>[NH2:3][C:4]1[S:5][CH:6]=[C:7]([C:9](=[N:35][O:36][CH2:37][C:38]#[CH:39])[C:10]([NH:12][CH:13]2[C:33](=[O:34])[N:15]3[C:16]([C:30]([OH:32])=[O:31])=[C:17]([CH:20]([S:24][C:25]4[NH:29][N:28]=[N:27][N:26]=4)[CH2:21][CH2:22][OH:23])[CH2:18][S:19][C@H:14]23)=[O:11])[N:8]=1. Procedure details: 7-[2-(2-Formamidothiazol-4-yl)-2-propargyloxyiminoacetamido]-3-[1-(2-hydroxyethyl)-1H-tetrazol-5-ylthiomethyl]-3-cephem-4-carboxylic acid (syn isomer, 1.9 g) was treated with conc. hydrochloric acid (0.67 g) in a similar manner to that of Example 1-(2) to give 7-[2-(2-aminothiazol-4-yl)-2-propargyloxyiminoacetamido]-3-[1-(2-hydroxyethyl)-1H-tetrazol-5-ylthiomethyl]-3-cephem-4-carboxylic acid (syn isomer, 1.19 g). Starting materials: CC(=O)N1CCc2ccc([N+](=O)[O-])cc2C1, CO, [Cl-], NN, O, O, O, O, O, O, O. The product is CC(=O)N1CCc2ccc(N)cc2C1. As a reaction SMILES: [C:1]([CH3:2])(=[O:3])[N:4]1[CH2:5][c:6]2[cH:7][c:8]([N+:14]([O-:15])=[O:16])[cH:9][cH:10][c:11]2[CH2:12][CH2:13]1.[CH3:27][OH:28].[Cl-:23].[NH2:25][NH2:26].[OH2:17].[OH2:18].[OH2:19].[OH2:20].[OH2:21].[OH2:22].[OH2:24]>>[C:1]([CH3:2])(=[O:3])[N:4]1[CH2:5][c:6]2[cH:7][c:8]([NH2:14])[cH:9][cH:10][c:11]2[CH2:12][CH2:13]1.